From a dataset of the Open Reaction Database (ORD), a public repository of structured organic reaction records. describe an organic reaction: reactants, conditions, products, and yield Reactants: O=C([O-])[O-], C=CCN1CCCC(O)(c2cccc3[nH]ccc23)C1, Cl, [K+], [K+], [Na+], [OH-]. The product is C=CCN1CCC=C(c2cccc3[nH]ccc23)C1. As a reaction SMILES: [C:22](=[O:23])([O-:24])[O-:25].[CH2:1]([CH:2]=[CH2:3])[N:4]1[CH2:5][C:6]([OH:10])([c:11]2[c:12]3[cH:13][cH:14][nH:15][c:16]3[cH:17][cH:18][cH:19]2)[CH2:7][CH2:8][CH2:9]1.[ClH:28].[K+:26].[K+:27].[Na+:21].[OH-:20]>>[CH2:1]([CH:2]=[CH2:3])[N:4]1[CH2:5][C:6]([c:11]2[c:12]3[cH:13][cH:14][nH:15][c:16]3[cH:17][cH:18][cH:19]2)=[CH:7][CH2:8][CH2:9]1. Starting materials: [BH3-]C#N.[Na+] (NaCNBH3), ClC=1C=C2C(=NC1)NC=C2C2=NC=C(C(=N2)N[C@@H]2[C@H](CCCC2)N)F ((1S,2S)—N1-(2-(5-chloro-1H-pyrrolo[2,3-b]pyridin-3-yl)-5-fluoropyrimidin-4-yl)cyclohexane-1,2-diamine), ClC=1C=C2C(=NC1)N(C=C2C2=NC=C(C(=N2)N[C@@H]2[C@H](CCCC2)N)F)S(=O)(=O)C2=CC=C(C)C=C2 ((1S,2S)—N1-(2-(5-chloro-1-tosyl-1H-pyrrolo[2,3-b]pyridin-3-yl)-5-fluoropyrimidin-4-yl)cyclohexane-1,2-diamine), C=O (formaldehyde). The solvent is C(C)#N (acetonitrile). Conditions: time 4 hour. The product is ClC=1C=C2C(=NC1)NC=C2C2=NC=C(C(=N2)N[C@@H]2[C@H](CCCC2)N(C)C)F ((1S,2S)—N1-(2-(5-chloro-1H-pyrrolo[2,3-b]pyridin-3-yl)-5-fluoropyrimidin-4-yl)-N2,N2-dimethylcyclohexane-1,2-diamine). RXN SMILES: [Cl:1][C:2]1[CH:3]=[C:4]2[C:10]([C:11]3[N:16]=[C:15]([NH:17][C@H:18]4[CH2:23][CH2:22][CH2:21][CH2:20][C@@H:19]4N)[C:14]([F:25])=[CH:13][N:12]=3)=[CH:9][NH:8][C:5]2=[N:6][CH:7]=1.Cl[C:27]1C=C2C(C3N=C(N[C@H]4CCCC[C@@H]4N)C(F)=CN=3)=CN(S(C3C=CC(C)=CC=3)(=O)=O)C2=NC=1.C=O.[BH3-][C:64]#[N:65].[Na+]>C(#N)C>[Cl:1][C:2]1[CH:3]=[C:4]2[C:10]([C:11]3[N:16]=[C:15]([NH:17][C@H:18]4[CH2:23][CH2:22][CH2:21][CH2:20][C@@H:19]4[N:65]([CH3:64])[CH3:27])[C:14]([F:25])=[CH:13][N:12]=3)=[CH:9][NH:8][C:5]2=[N:6][CH:7]=1 |f:3.4|. Procedure: To a mixture of (1S,2S)—N1-(2-(5-chloro-1H-pyrrolo[2,3-b]pyridin-3-yl)-5-fluoropyrimidin-4-yl)cyclohexane-1,2-diamine, 23b, (0.08 g, 0.22 mmol) in acetonitrile (1.6 mL) at room temperature was added formaldehyde (0.09 mL of 37% w/v, 1.11 mmol) followed by NaCNBH3 (0.04 g, 0.56 mmol). A gelatinous mix formed and after 4 min the mixture became fluid again. After 4 hours, the reaction was quenched with 5 mL of 2N NaOH and the mixture was stirred overnight. The mixture was diluted with EtOAc and sti... Reactants: solution, FC(C1=CC=C(C=C1)C(C#N)C(C)C)(F)F (4-trifluoromethyl-α-(1-methylethyl)benzeneacetonitrile), C[Si](C)(C)[N-][Si](C)(C)C (bis(trimethylsilyl)amide), BrCCCCl (3-bromo-1-chloropropane). The solvent is O1CCCC1 (tetrahydrofuran), O1CCCC1 (tetrahydrofuran), C1(=CC=CC=C1)C (toluene). Product: FC(C1=CC=C(C=C1)C(C#N)(CCCCl)C(C)C)(F)F ((±)-4-trifluoromethyl-α-(1-methylethyl)-α-(3-chloro-propyl)benzeneacetonitrile). The yield is 89.2%. Reaction SMILES: C[Si]([N-][Si](C)(C)C)(C)C.[F:10][C:11]([F:25])([F:24])[C:12]1[CH:17]=[CH:16][C:15]([CH:18]([CH:21]([CH3:23])[CH3:22])[C:19]#[N:20])=[CH:14][CH:13]=1.Br[CH2:27][CH2:28][CH2:29][Cl:30]>C1(C)C=CC=CC=1.O1CCCC1>[F:10][C:11]([F:24])([F:25])[C:12]1[CH:13]=[CH:14][C:15]([C:18]([CH:21]([CH3:23])[CH3:22])([CH2:27][CH2:28][CH2:29][Cl:30])[C:19]#[N:20])=[CH:16][CH:17]=1. Procedure: To a solution consisting of a 0.5 M solution of bis(trimethylsilyl)amide in toluene (2.2 mL, (1.1 mmoles) and tetrahydrofuran (7.8 mL) stirring at −78° under an argon atmosphere was added dropwise a solution of the compound of Example 7, Step (a) (227 g, 1.00 mmole) in tetrahydrofuran (1.0 mL). After stirring for 1.0 hour at −78°, 3-bromo-1-chloropropane (236 mg, 1.50 mmoles) was added in one portion, and the resulting mixture was stirred for 30 minutes at −78° and then 2.0 hours at room tempera...